This data is from the Open Reaction Database (ORD), a public repository of structured organic reaction records. The task is: describe an organic reaction: reactants, conditions, products, and yield Starting materials: Cc1cc(C(=O)O)cc(Cl)n1, C[C@@H](N)c1ccccc1. The reagents and catalysts are C1=CN(C=N1)C(=O)N2C=CN=C2 (CDI), C1CCC2=NCCCN2CC1 (DBU). Solvent: CN(C)C=O (DMF), CN(C)C=O (DMF), CN(C)C=O (DMF), CN(C)C=O (DMF), CN(C)C=O (DMF), CN(C)C=O (DMF). Reaction conditions: temperature 25 celsius, time 2 hour. Yields the product Cc1cc(C(=O)N[C@H](C)c2ccccc2)cc(Cl)n1. Yield: 33.0%. Reaction SMILES: C[C@@H](N)c1ccccc1.Cc1cc(C(=O)O)cc(Cl)n1.C1=CN(C=N1)C(=O)N2C=CN=C2.C1CCC2=NCCCN2CC1.CN(C)C=O>>Cc1cc(C(=O)N[C@H](C)c2ccccc2)cc(Cl)n1. The reactants are CNC(=O)c1cc(I)c(C)n(-c2cccc(C(F)(F)F)c2)c1=O, COCCOC, CCCC[Sn](CCCC)(CCCC)c1ccnn1-c1ccc(Cl)cc1. The product is CNC(=O)c1cc(-c2ccnn2-c2ccc(Cl)cc2)c(C)n(-c2cccc(C(F)(F)F)c2)c1=O. As a reaction SMILES: [CH3:26][NH:27][C:28](=[O:29])[c:30]1[c:31](=[O:48])[n:32](-[c:38]2[cH:39][c:40]([C:44]([F:45])([F:46])[F:47])[cH:41][cH:42][cH:43]2)[c:33]([CH3:37])[c:34]([I:36])[cH:35]1.[CH3:49][O:50][CH2:51][CH2:52][O:53][CH3:54].[Cl:1][c:2]1[cH:3][cH:4][c:5](-[n:8]2[n:9][cH:10][cH:11][c:12]2[Sn:13]([CH2:14][CH2:15][CH2:16][CH3:17])([CH2:18][CH2:19][CH2:20][CH3:21])[CH2:22][CH2:23][CH2:24][CH3:25])[cH:6][cH:7]1>>[Cl:1][c:2]1[cH:3][cH:4][c:5](-[n:8]2[n:9][cH:10][cH:11][c:12]2-[c:34]2[c:33]([CH3:37])[n:32](-[c:38]3[cH:39][c:40]([C:44]([F:45])([F:46])[F:47])[cH:41][cH:42][cH:43]3)[c:31](=[O:48])[c:30]([C:28]([NH:27][CH3:26])=[O:29])[cH:35]2)[cH:6][cH:7]1.